Dataset: the Open Reaction Database (ORD), a public repository of structured organic reaction records. Task: describe an organic reaction: reactants, conditions, products, and yield The reactants are Cl, Cl, Cl, O=C(O)c1ccc(N2CCOCC2)cc1, NC1CCC(CCN2CCN(c3nccc4c3OCC4)CC2)CC1. Yields the product O=C(NC1CCC(CCN2CCN(c3nccc4c3OCC4)CC2)CC1)c1ccc(N2CCOCC2)cc1. Reaction SMILES: [ClH:1].[ClH:2].[ClH:3].[O:28]1[CH2:29][CH2:30][N:31]([c:34]2[cH:35][cH:36][c:37]([C:38](=[O:39])[OH:40])[cH:41][cH:42]2)[CH2:32][CH2:33]1.[O:4]1[CH2:5][CH2:6][c:7]2[c:8]1[c:9]([N:13]1[CH2:14][CH2:15][N:16]([CH2:19][CH2:20][CH:21]3[CH2:22][CH2:23][CH:24]([NH2:27])[CH2:25][CH2:26]3)[CH2:17][CH2:18]1)[n:10][cH:11][cH:12]2>>[O:4]1[CH2:5][CH2:6][c:7]2[c:8]1[c:9]([N:13]1[CH2:14][CH2:15][N:16]([CH2:19][CH2:20][CH:21]3[CH2:22][CH2:23][CH:24]([NH:27][C:38]([c:37]4[cH:36][cH:35][c:34]([N:31]5[CH2:30][CH2:29][O:28][CH2:33][CH2:32]5)[cH:42][cH:41]4)=[O:39])[CH2:25][CH2:26]3)[CH2:17][CH2:18]1)[n:10][cH:11][cH:12]2. Reactants: ClC1=C(C=C(C=C1)[N+](=O)[O-])O (2-chloro-5-nitrophenol), C([O-])([O-])=O.[K+].[K+] (potassium carbonate), BrCC=C(C)C (4-bromo-2-methyl-2-butene), C1(=CC=CC=C1)O (phenol), C(C=C(C)C)Br (prenyl bromide). Reagents/catalysts: [Br-].C(CCC)[N+](CCCC)(CCCC)CCCC (tetrabutylammonium bromide). The solvent is C(C)C(=O)C (methyl ethyl ketone). Run at time 8 hour. Product: ClC1=C(C=C(C=C1)[N+](=O)[O-])OCC=C(C)C (1-chloro-2-(3-methyl-2-butenyloxy)-4-nitrobenzene). RXN SMILES: [Cl:1][C:2]1[CH:7]=[CH:6][C:5]([N+:8]([O-:10])=[O:9])=[CH:4][C:3]=1[OH:11].C(=O)([O-])[O-].[K+].[K+].Br[CH2:19][CH:20]=[C:21]([CH3:23])[CH3:22].C1(O)C=CC=CC=1>[Br-].C([N+](CCCC)(CCCC)CCCC)CCC.C(C(C)=O)C>[Cl:1][C:2]1[CH:7]=[CH:6][C:5]([N+:8]([O-:10])=[O:9])=[CH:4][C:3]=1[O:11][CH2:19][CH:20]=[C:21]([CH3:23])[CH3:22] |f:1.2.3,6.7|. Reported procedure: A reaction mixture of 2-chloro-5-nitrophenol (50.6 g), anhydrous potassium carbonate (44.5 g), tetrabutylammonium bromide (4.7 g) and 4-bromo-2-methyl-2-butene (53.3 g, 90%) in methyl ethyl ketone (263 mL) was stirred at ambient temperature overnight. TLC of the reaction mixture showed traces of phenol remaining. Additional prenyl bromide (1 mL) was then added to the reaction mixture and stirred for 2 hours. The solvent was then removed from the reaction mixture. The residue of the reaction mixt... The reactants are CCOC(C)=O, CC(=O)O, C(=NC1CCCCC1)=NC1CCCCC1, ClC(Cl)Cl, O, O=C(O)Cc1ccc2c(c1)CCc1cccnc1S2. The product is NC(=O)Cc1ccc2c(c1)CCc1cccnc1S2. As a reaction SMILES: [CH3:40][CH2:41][O:42][C:43](=[O:44])[CH3:45].[CH3:46][C:47](=[O:48])[OH:49].[CH:20]1([N:26]=[C:21]=[N:22][CH:23]2[CH2:24][CH2:25][CH2:27][CH2:28][CH2:29]2)[CH2:30][CH2:31][CH2:32][CH2:33][CH2:34]1.[CH:35]([Cl:36])([Cl:37])[Cl:38].[OH2:39].[n:1]1[cH:2][cH:3][cH:4][c:5]2[c:11]1[S:10][c:9]1[c:8]([cH:15][c:14]([CH2:16][C:17](=[O:18])[OH:19])[cH:13][cH:12]1)[CH2:7][CH2:6]2>>[n:1]1[cH:2][cH:3][cH:4][c:5]2[c:11]1[S:10][c:9]1[c:8]([cH:15][c:14]([CH2:16][C:17](=[O:19])[NH2:26])[cH:13][cH:12]1)[CH2:7][CH2:6]2. The reactants are CCN(CC)S(=O)(=O)c1cccc([N+](=O)[O-])c1, CO, Cl, [Fe]. Yields the product CCN(CC)S(=O)(=O)c1cccc(N)c1. As a reaction SMILES: [CH2:1]([CH3:2])[N:3]([S:4](=[O:5])(=[O:6])[c:7]1[cH:8][c:9]([N+:13]([O-:14])=[O:15])[cH:10][cH:11][cH:12]1)[CH2:16][CH3:17].[CH3:19][OH:20].[ClH:18].[Fe:21]>>[CH2:1]([CH3:2])[N:3]([S:4](=[O:5])(=[O:6])[c:7]1[cH:8][c:9]([NH2:13])[cH:10][cH:11][cH:12]1)[CH2:16][CH3:17]. The reactants are ClC1=C(C(=O)OC)C=CC(=C1)C#N (2-chloro-4-cyanobenzoic acid, methyl ester), [OH-].[Na+] (sodium hydroxide). Solvent: CO (methanol). Run at time 45 minute. The product is ClC1=C(C(=O)O)C=CC(=C1)C#N (2-Chloro-4-cyanobenzoic Acid). Isolated yield 100.0%. Reaction SMILES: [Cl:1][C:2]1[CH:11]=[C:10]([C:12]#[N:13])[CH:9]=[CH:8][C:3]=1[C:4]([O:6]C)=[O:5].[OH-].[Na+]>CO>[Cl:1][C:2]1[CH:11]=[C:10]([C:12]#[N:13])[CH:9]=[CH:8][C:3]=1[C:4]([OH:6])=[O:5] |f:1.2|. Reported procedure: To a stirred solution of 2-chloro-4-cyanobenzoic acid, methyl ester (24.3 g) in methanol (150 ml) was added 2.5N sodium hydroxide (54.5 ml). After stirring at room temperature. for 45 minutes, the solvent was removed in vacuo. The residue was dissolved in water, cooled in an ice bath, and made acidic with 2N hydrochloric acid (14 ml). The resulting precipitate was filtered and dried in vacuo to yield the title compound as a solid (22.55 g) m.p. 154-158° C. Reactants: COC1=CC=C(C=C1)NC(C1=C(C=CC=C1F)N)=O (N-(4-methoxyphenyl)-2-amino-6-fluorobenzamide), N1=CC=C(C=C1)N1CCC(C(=O)Cl)CC1 (N-(4-pyridyl)isonipecotoyl chloride). Yields the product Cl.FC1=CC=CC(=C1C(=O)NC1=CC=C(C=C1)OC)NC(=O)C1CCN(CC1)C1=CC=NC=C1 (6-Fluoro-2-[[1-(4-pyridyl)piperidin-4-ylcarbonyl]amino]-N-(4-methoxyphenyl)benzamide Hydrochloride). Isolated yield 65.3%. As a reaction SMILES: [CH3:1][O:2][C:3]1[CH:8]=[CH:7][C:6]([NH:9][C:10](=[O:19])[C:11]2[C:16]([F:17])=[CH:15][CH:14]=[CH:13][C:12]=2[NH2:18])=[CH:5][CH:4]=1.[N:20]1[CH:25]=[CH:24][C:23]([N:26]2[CH2:34][CH2:33][CH:29]([C:30]([Cl:32])=[O:31])[CH2:28][CH2:27]2)=[CH:22][CH:21]=1>>[ClH:32].[F:17][C:16]1[C:11]([C:10]([NH:9][C:6]2[CH:7]=[CH:8][C:3]([O:2][CH3:1])=[CH:4][CH:5]=2)=[O:19])=[C:12]([NH:18][C:30]([CH:29]2[CH2:28][CH2:27][N:26]([C:23]3[CH:22]=[CH:21][N:20]=[CH:25][CH:24]=3)[CH2:34][CH2:33]2)=[O:31])[CH:13]=[CH:14][CH:15]=1 |f:2.3|. Reported procedure: Using the procedure described in Example 138, N-(4-methoxyphenyl)-2-amino-6-fluorobenzamide (1.8 mmol) and N-(4-pyridyl)isonipecotoyl chloride (3.6 mmol), purifying with RPHPLC Method A, yielded 570 mg (66%) of the title compound. The reactants are ClC1=CC(=C(N)C=C1Cl)[N+](=O)[O-] (4,5-dichloro-2-nitroaniline), ClC1=C(C=CC(=C1)Cl)O (2,4-dichlorophenol), C([O-])([O-])=O.[K+].[K+] (potassium carbonate). Run in CS(=O)C (DMSO). Run at temperature 90 celsius, time 8 hour. Yields the product ClC1=CC(=C(N)C=C1OC1=C(C=C(C=C1)Cl)Cl)[N+](=O)[O-] (4-chloro-5-(2,4-dichlorophenoxy)-2-nitroaniline). Isolated yield 71.4%. Reaction SMILES: [Cl:1][C:2]1[C:8](Cl)=[CH:7][C:5]([NH2:6])=[C:4]([N+:10]([O-:12])=[O:11])[CH:3]=1.[Cl:13][C:14]1[CH:19]=[C:18]([Cl:20])[CH:17]=[CH:16][C:15]=1[OH:21].C(=O)([O-])[O-].[K+].[K+]>CS(C)=O>[Cl:1][C:2]1[C:8]([O:21][C:15]2[CH:16]=[CH:17][C:18]([Cl:20])=[CH:19][C:14]=2[Cl:13])=[CH:7][C:5]([NH2:6])=[C:4]([N+:10]([O-:12])=[O:11])[CH:3]=1 |f:2.3.4|. Procedure: To a solution of 4,5-dichloro-2-nitroaniline (20 g, 96.61 mmol) in DMSO (200 ml) was added 2,4-dichlorophenol (15.8 g, 96.93 mmol) and potassium carbonate (26.7 g, 193.18 mmol). The resulting solution was stirred overnight at 90° C. and then quenched by the addition of water (1000 ml). The resulting solution was extracted with ethyl acetate (3×500 ml) and the organic layers combined and dried over anhydrous magnesium sulfate. The solids were filtered out. The resulting mixture was concentrated u...